From a dataset of the Open Reaction Database (ORD), a public repository of structured organic reaction records. describe an organic reaction: reactants, conditions, products, and yield The reactants are FC1=CC=CC(=C1)C(F)(F)F. The reagents and catalysts are N=1C=CC(=CC1C=2N=CC=C(C2)C(C)(C)C)C(C)(C)C, O1B(OC(C)(C)C1(C)C)B2OC(C)(C)C(O2)(C)C, C[OH2+].C[OH2+].C1CC=CCCC=C1.C1CC=CCCC=C1.[Ir].[Ir]. Run in O1CCCC1. Conditions: temperature 50 celsius, time 24 hour. Yields the product FC1=CC(=CC=C1B2OC(C)(C)C(O2)(C)C)C(F)(F)F. Isolated yield 98.0%. The reactants are FC(C=1C=C(CN(C(C2=CN=C(C=C2C2=C(C=CC=C2)C)CO)=O)C)C=C(C1)C(F)(F)F)(F)F (N-(3,5-Bis-trifluoromethyl-benzyl)-6-hydroxymethyl-N-methyl-4-o-tolyl-nicotinamide), ClCCl (dichloromethane), [H-].[Na+] (sodium hydride), CC=1NC=CN1 (2-methylimidazole). Run in CN(C=O)C (N,N-dimethylformamide). Reaction conditions: time 1 hour. The product is FC(C=1C=C(CN(C(C2=CN=C(C=C2C2=C(C=CC=C2)C)CN2C(=NC=C2)C)=O)C)C=C(C1)C(F)(F)F)(F)F (N-(3,5-Bis-trifluoromethyl-benzyl)-N-methyl-6-(2-methyl-imidazol-1-yl-methyl)-4-o-tolyl-nicotinamide). Yield: 46.0%. RXN SMILES: [F:1][C:2]([F:34])([F:33])[C:3]1[CH:4]=[C:5]([CH:26]=[C:27]([C:29]([F:32])([F:31])[F:30])[CH:28]=1)[CH2:6][N:7]([CH3:25])[C:8](=[O:24])[C:9]1[C:14]([C:15]2[CH:20]=[CH:19][CH:18]=[CH:17][C:16]=2[CH3:21])=[CH:13][C:12]([CH2:22]O)=[N:11][CH:10]=1.ClCCl.[H-].[Na+].[CH3:40][C:41]1[NH:42][CH:43]=[CH:44][N:45]=1>CN(C)C=O>[F:1][C:2]([F:33])([F:34])[C:3]1[CH:4]=[C:5]([CH:26]=[C:27]([C:29]([F:31])([F:30])[F:32])[CH:28]=1)[CH2:6][N:7]([CH3:25])[C:8](=[O:24])[C:9]1[C:14]([C:15]2[CH:20]=[CH:19][CH:18]=[CH:17][C:16]=2[CH3:21])=[CH:13][C:12]([CH2:22][N:42]2[CH:43]=[CH:44][N:45]=[C:41]2[CH3:40])=[N:11][CH:10]=1 |f:2.3|. Procedure: To a solution of 100 mg (0.207 mmol) N-(3,5-bis-trifluoromethyl-benzyl)-6-hydroxymethyl-N-methyl-4-o-tolyl-nicotinamide (Example 7) in 1 ml dichloromethane 0.03 ml (0.4 mmol) thionyl chloride were added at 0° C. The reaction mixture was allowed to warm to room temperature and stirred for 1 h. The solvent was evaporated and the light yellow residue was dried in high vacuo. The residue was dissolved in 1 ml dry N,N-dimethylformamide and added to a suspension of 2-methylimidazole sodium salt that h... Reactants: CNS(=O)(=O)NC(=O)N1CC(NC(=O)OCc2ccccc2)C1=O, C[Si](C)(C)C(C(N)=O)[Si](C)(C)C, CC#N, [H][H], O=C1CCN1. Yields the product CNS(=O)(=O)NC(=O)N1CC(N)C1=O. RXN SMILES: [CH3:1][NH:2][S:3](=[O:4])(=[O:5])[NH:6][C:7](=[O:8])[N:9]1[C:10](=[O:24])[CH:11]([NH:13][C:14]([O:15][CH2:16][c:17]2[cH:18][cH:19][cH:20][cH:21][cH:22]2)=[O:23])[CH2:12]1.[CH3:25][Si:26]([CH:27]([Si:28]([CH3:29])([CH3:30])[CH3:31])[C:32]([NH2:33])=[O:34])([CH3:35])[CH3:36].[CH3:44][C:45]#[N:46].[H:37][H:38].[NH:39]1[CH2:40][CH2:41][C:42]1=[O:43]>>[CH3:1][NH:2][S:3](=[O:4])(=[O:5])[NH:6][C:7](=[O:8])[N:9]1[C:10](=[O:24])[CH:11]([NH2:13])[CH2:12]1. Starting materials: [H][H] (hydrogen), CO[C@H]1[C@@H]([C@@H](OC2=CC=C(C=C2)[N+](=O)[O-])O[C@H]([C@H]1O)C)O (p-nitrophenyl 3-O-methyl-β-L-fucopyranoside), ClCCl.CO (dichloromethane methanol). Reagents/catalysts: [Pt](=O)=O (platinum dioxide). Run in CO (methanol). Yields the product CO[C@H]1[C@@H]([C@@H](OC2=CC=C(C=C2)N)O[C@H]([C@H]1O)C)O (p-Aminophenyl 3-O-methyl-β-L-fucopyranoside). As a reaction SMILES: [CH3:1][O:2][C@@H:3]1[C@H:18]([OH:19])[C@H:17]([CH3:20])[O:16][C@H:5]([O:6][C:7]2[CH:12]=[CH:11][C:10]([N+:13]([O-])=O)=[CH:9][CH:8]=2)[C@H:4]1[OH:21].[H][H].ClCCl.CO>CO.[Pt](=O)=O>[CH3:1][O:2][C@@H:3]1[C@H:18]([OH:19])[C@H:17]([CH3:20])[O:16][C@H:5]([O:6][C:7]2[CH:8]=[CH:9][C:10]([NH2:13])=[CH:11][CH:12]=2)[C@H:4]1[OH:21] |f:2.3|. Procedure details: 3.81 g (12.73 nmmol) of p-nitrophenyl 3-O-methyl-β-L-fucopyranoside are dissolved in methanol and, after addition of platinum dioxide, hydrogenated in a hydrogen atmosphere at a slight overpressure. After filtering off the catalyst and precipitating with ether, 3 g (88%) of the target product are obtained. [TLC: dichloromethane/methanol 9:1 Rf =0.53]. Reactants: CC(C)OC(=O)/N=N/C(=O)OC(C)C (DIAD), ClC1=C(C#N)C(=CC(=C1)C1=NNC=C1)F (2-chloro-6-fluoro-4-(1H-pyrazol-3-yl)benzonitrile), N-t-BOC-(R)-1-amino-2-propanol, C1(=CC=CC=C1)P(C1=CC=CC=C1)C1=CC=CC=C1 (triphenylphosphine), Cl (HCl). The solvent is C(C)(=O)OCC (ethyl acetate), O (Water), C(Cl)Cl (DCM), O (Water). The product is NC[C@H](C)N1N=C(C=C1)C1=CC(=C(C#N)C(=C1)F)Cl ((S)-4-(1-(1-aminopropan-2-yl)-1H-pyrazol-3-yl)-2-chloro-6-fluorobenzonitrile). The yield is 31.8%. Reaction SMILES: [Cl:1][C:2]1[CH:9]=[C:8]([C:10]2[CH:14]=[CH:13][NH:12][N:11]=2)[CH:7]=[C:6]([F:15])[C:3]=1[C:4]#[N:5].[C:16]1(P(C2C=CC=CC=2)C2C=CC=CC=2)[CH:21]=CC=C[CH:17]=1.CC(OC(/[N:41]=N/C(OC(C)C)=O)=O)C.Cl>C(OCC)(=O)C.C(Cl)Cl.O>[NH2:41][CH2:17][C@@H:16]([N:12]1[CH:13]=[CH:14][C:10]([C:8]2[CH:7]=[C:6]([F:15])[C:3]([C:4]#[N:5])=[C:2]([Cl:1])[CH:9]=2)=[N:11]1)[CH3:21]. Reported procedure: 2-chloro-6-fluoro-4-(1H-pyrazol-3-yl)benzonitrile (5.0 g, 22.56 mmol), N-t-BOC-(R)-1-amino-2-propanol (7.91 g, 45.1 mmol) and triphenylphosphine (11.84 g, 45.1 mmol) were dissolved in dry ethyl acetate under nitrogen atmosphere and stirred. DIAD (9.12 g, 45.1 mmol) was added dropwise and the reaction flask was cooled by ice bath. The reaction was stirred at RT overnight. Water and concentrated HCl (18.53 ml, 226 mmol) were added to the reaction mixture and the reaction was stirred at RT overnigh...